describe an organic reaction: reactants, conditions, products, and yield From a dataset of the Open Reaction Database (ORD), a public repository of structured organic reaction records. As a reaction SMILES: [CH3:31][C:32](=[O:33])[CH3:34].[Cl:23][CH2:24][c:25]1[cH:26][cH:27][cH:28][cH:29][cH:30]1.[K+:22].[Na+:19].[Na+:20].[OH-:21].[OH:1][c:2]1[cH:3][cH:4][c:5]([OH:12])[c:6]2[cH:7][cH:8][cH:9][cH:10][c:11]12.[S:13]([S:14]([O-:15])=[O:16])([O-:17])=[O:18]>>[O:1]([c:2]1[cH:3][cH:4][c:5]([OH:12])[c:6]2[cH:7][cH:8][cH:9][cH:10][c:11]12)[CH2:24][c:25]1[cH:26][cH:27][cH:28][cH:29][cH:30]1. Yields the product Oc1ccc(OCc2ccccc2)c2ccccc12. Starting materials: CC(C)=O, ClCc1ccccc1, [K+], [Na+], [Na+], [OH-], Oc1ccc(O)c2ccccc12, O=S([O-])S(=O)[O-]. The reactants are [Li+].C[Si](C)(C)[N-][Si](C)(C)C (LiHMDS), COC=1C=C2C(=CC=NC2=CC1OC)OC1=C(C2=CC=C(C=C2C=C1)Br)F (2-(6,7-dimethoxy-4-quinolyloxy)-6-bromo-1-fluoronaphthalene), P(C(C)(C)C)(C(C)(C)C)C(C)(C)C (P(t-Bu)3), Cl (HCl). Reagents/catalysts: C=1C=CC(=CC1)/C=C/C(=O)/C=C/C2=CC=CC=C2.C=1C=CC(=CC1)/C=C/C(=O)/C=C/C2=CC=CC=C2.C=1C=CC(=CC1)/C=C/C(=O)/C=C/C2=CC=CC=C2.[Pd].[Pd] (Pd2(dba)3). The solvent is C1(=CC=CC=C1)C (toluene). Run at time 16 hour. The product is COC=1C=C2C(=CC=NC2=CC1OC)OC=1C(=C2C=CC(=CC2=CC1)N)F (6-(6,7-dimethoxy-4-quinolyloxy)-5-fluoro-2-naphthylamine), Cl (HCl). RXN SMILES: [CH3:1][O:2][C:3]1[CH:4]=[C:5]2[C:10](=[CH:11][C:12]=1[O:13][CH3:14])[N:9]=[CH:8][CH:7]=[C:6]2[O:15][C:16]1[CH:25]=[CH:24][C:23]2[C:18](=[CH:19][CH:20]=[C:21](Br)[CH:22]=2)[C:17]=1[F:27].P(C(C)(C)C)(C(C)(C)C)C(C)(C)C.[Li+].C[Si]([N-:46][Si](C)(C)C)(C)C.[ClH:51]>C1C=CC(/C=C/C(/C=C/C2C=CC=CC=2)=O)=CC=1.C1C=CC(/C=C/C(/C=C/C2C=CC=CC=2)=O)=CC=1.C1C=CC(/C=C/C(/C=C/C2C=CC=CC=2)=O)=CC=1.[Pd].[Pd].C1(C)C=CC=CC=1>[CH3:1][O:2][C:3]1[CH:4]=[C:5]2[C:10](=[CH:11][C:12]=1[O:13][CH3:14])[N:9]=[CH:8][CH:7]=[C:6]2[O:15][C:16]1[C:17]([F:27])=[C:18]2[C:23](=[CH:24][CH:25]=1)[CH:22]=[C:21]([NH2:46])[CH:20]=[CH:19]2.[ClH:51] |f:2.3,5.6.7.8.9|. Procedure details: A mixture of 2-(6,7-dimethoxy-4-quinolyloxy)-6-bromo-1-fluoronaphthalene (Step b, 1.7 g, 4.0 mmol), Pd2(dba)3 (183 mg, 0.2 mmol, Aldrich) and P(t-Bu)3 (40 mg, 0.2 mmol, Aldrich) in a two-necked round-bottom flask was degassed under vacuum and refilled with N2. Under N2, dry toluene and LiHMDS (5 mL, 1M in THF, 5.0 mmol, Aldrich) was added to the mixture via syringe. The reaction was stirred at RT under N2 for 16 h. To the reaction was added 1N aqueous HCl (10 mL) and a yellow precipitate was col... The reactants are FC1=CC=CC=2C(=C(OC21)C(=O)O)C (7-fluoro-3-methyl-benzofuran-2-carboxylic acid), COCCN(C1=NC=C(C=C1)N)C (N2-(2-methoxy-ethyl)-N2-methyl-pyridine-2,5-diamine). Product: COCCN(C1=CC=C(C=N1)NC(=O)C=1OC2=C(C1C)C=CC=C2F)C (7-fluoro-3-methyl-benzofuran-2-carboxylic acid {6-[(2-methoxy-ethyl)-methyl-amino]-pyridin-3-yl}-amide). Reaction SMILES: [F:1][C:2]1[C:10]2[O:9][C:8]([C:11]([OH:13])=O)=[C:7]([CH3:14])[C:6]=2[CH:5]=[CH:4][CH:3]=1.[CH3:15][O:16][CH2:17][CH2:18][N:19]([CH3:27])[C:20]1[CH:25]=[CH:24][C:23]([NH2:26])=[CH:22][N:21]=1>>[CH3:15][O:16][CH2:17][CH2:18][N:19]([CH3:27])[C:20]1[N:21]=[CH:22][C:23]([NH:26][C:11]([C:8]2[O:9][C:10]3[C:2]([F:1])=[CH:3][CH:4]=[CH:5][C:6]=3[C:7]=2[CH3:14])=[O:13])=[CH:24][CH:25]=1. Procedure: With a procedure similar to the example above, 7-fluoro-3-methyl-benzofuran-2-carboxylic acid {6-[(2-methoxy-ethyl)-methyl-amino]-pyridin-3-yl}-amide was prepared from 7-fluoro-3-methyl-benzofuran-2-carboxylic acid and N2-(2-methoxy-ethyl)-N2-methyl-pyridine-2,5-diamine. LCMS calcd for C19H20FN3O3 (m/e) 357, obsd 358 (M+H). Reactants: Cc1c(Nc2c(C#N)cncc2-c2cc3cc(CN4CCN(C(=O)OC(C)(C)C)CC4)ccc3o2)cc(Cl)c2[nH]ccc12, ClCCl, O=C(O)C(F)(F)F. The product is Cc1c(Nc2c(C#N)cncc2-c2cc3cc(CN4CCNCC4)ccc3o2)cc(Cl)c2[nH]ccc12. RXN SMILES: [Cl:1][c:2]1[cH:3][c:4]([NH:12][c:13]2[c:14](-[c:21]3[o:22][c:23]4[c:24]([cH:25]3)[cH:26][c:27]([CH2:30][N:31]3[CH2:32][CH2:33][N:34]([C:37]([O:38][C:39]([CH3:40])([CH3:41])[CH3:42])=[O:43])[CH2:35][CH2:36]3)[cH:28][cH:29]4)[cH:15][n:16][cH:17][c:18]2[C:19]#[N:20])[c:5]([CH3:11])[c:6]2[cH:7][cH:8][nH:9][c:10]12.[Cl:44][CH2:45][Cl:46].[OH:47][C:48]([C:49]([F:50])([F:51])[F:52])=[O:53]>>[Cl:1][c:2]1[cH:3][c:4]([NH:12][c:13]2[c:14](-[c:21]3[o:22][c:23]4[c:24]([cH:25]3)[cH:26][c:27]([CH2:30][N:31]3[CH2:32][CH2:33][NH:34][CH2:35][CH2:36]3)[cH:28][cH:29]4)[cH:15][n:16][cH:17][c:18]2[C:19]#[N:20])[c:5]([CH3:11])[c:6]2[cH:7][cH:8][nH:9][c:10]12. Reactants: C1(=CC=CC=C1)P(C1=CC=CC=C1)C1=CC=CC=C1 (triphenylphosphine), C(C=C)Cl (allyl chloride), Cl[SiH](Cl)Cl (trichlorosilane). Reagents/catalysts: Cl[Cu] (CuCl). Yields the product C=CC[Si](Cl)(Cl)Cl (allytrichlorosilane), C(CC)[Si](Cl)(Cl)Cl (propyltrichlorosilane), Cl[Si](CCC[Si](Cl)(Cl)Cl)(Cl)Cl (1,3-bis(trichlorosilyl)propane). Isolated yield 17.0%. Reaction SMILES: [C:1]1(P(C2C=CC=CC=2)C2C=CC=CC=2)[CH:6]=CC=C[CH:2]=1.[CH2:20](Cl)[CH:21]=[CH2:22].[Cl:24][SiH:25]([Cl:27])[Cl:26]>Cl[Cu]>[CH2:2]=[CH:1][CH2:6][Si:25]([Cl:27])([Cl:26])[Cl:24].[CH2:20]([Si:25]([Cl:27])([Cl:26])[Cl:24])[CH2:21][CH3:22].[Cl:24][Si:25]([Cl:27])([Cl:26])[CH2:2][CH2:1][CH2:6][Si:25]([Cl:27])([Cl:26])[Cl:24]. Procedure: In the same apparatus and procedure as Example 1 above, 0.037 g (0.14 mmol) of triphenylphosphine, 1.4 mg (0.014 mmol) of CuCl, 1.07 g (14.0 mmol) of allyl chloride, and 9.48 g (70.0 mmol) of trichlorosilane were reacted at 150° C. for 10 hrs. The resulting mixture was distilled to give 0.5 g of allytrichlorosilane (bp; 117-8° C., yield; 20%), 0.51 g of propyltrichlorosilane (bp; 123-5° C., yield; 20%), and 0.73 g of 1,3-bis(trichlorosilyl)propane (bp; 88-90° C./12.5 mmHg, yield; 17%).